Dataset: the Open Reaction Database (ORD), a public repository of structured organic reaction records. Task: describe an organic reaction: reactants, conditions, products, and yield Starting materials: CC(C)=O, O=C=Nc1ccc(Cl)cc1, [Na+], [OH-], NS(=O)(=O)c1cccs1. Yields the product O=C(Nc1ccc(Cl)cc1)NS(=O)(=O)c1cccs1. RXN SMILES: [CH3:22][C:23](=[O:24])[CH3:25].[Cl:12][c:13]1[cH:14][cH:15][c:16]([N:19]=[C:20]=[O:21])[cH:17][cH:18]1.[Na+:11].[OH-:10].[s:1]1[c:2]([S:6](=[O:7])(=[O:8])[NH2:9])[cH:3][cH:4][cH:5]1>>[s:1]1[c:2]([S:6](=[O:7])(=[O:8])[NH:9][C:20]([NH:19][c:16]2[cH:15][cH:14][c:13]([Cl:12])[cH:18][cH:17]2)=[O:21])[cH:3][cH:4][cH:5]1. Yields the product C1(CC1)NC1=CC=CC=2N1N=C(C2C(\C=C\N(C)C)=O)C2=CC=C(C=C2)OC ((2E)-1-[7-(cyclopropylamino)-2-(4-methoxyphenyl)pyrazolo[1,5-a]pyridin-3-yl]-3-(dimethylamino)-2-propen-1-one). Yield: 83.2%. Reactants: C1(CC1)NC1=CC=CC=2N1N=C(C2C(C)=O)C2=CC=C(C=C2)OC (1-[7-(cyclopropylamino)-2-(4-methoxyphenyl)pyrazolo[1,5-a]pyridin-3-yl]ethanone), C(C)(C)(C)OC(N(C)C)OC(C)(C)C (N,N-dimethylformamide di-tert-butyl acetal). The solvent is O (water). Reaction SMILES: [CH:1]1([NH:4][C:5]2[N:10]3[N:11]=[C:12]([C:17]4[CH:22]=[CH:21][C:20]([O:23][CH3:24])=[CH:19][CH:18]=4)[C:13]([C:14](=[O:16])[CH3:15])=[C:9]3[CH:8]=[CH:7][CH:6]=2)[CH2:3][CH2:2]1.C(O[CH:30](OC(C)(C)C)[N:31]([CH3:33])[CH3:32])(C)(C)C>O>[CH:1]1([NH:4][C:5]2[N:10]3[N:11]=[C:12]([C:17]4[CH:18]=[CH:19][C:20]([O:23][CH3:24])=[CH:21][CH:22]=4)[C:13]([C:14](=[O:16])/[CH:15]=[CH:30]/[N:31]([CH3:33])[CH3:32])=[C:9]3[CH:8]=[CH:7][CH:6]=2)[CH2:3][CH2:2]1. Procedure details: A solution of 1-[7-(cyclopropylamino)-2-(4-methoxyphenyl)pyrazolo[1,5-a]pyridin-3-yl]ethanone (1.22 g, 3.8 mmol) in N,N-dimethylformamide di-tert-butyl acetal (8 mL, 33 mmol) was heated under reflux for 4 hours. After cooling to room temperature, the reaction mixture was diluted with water and extracted with ethyl acetate. The organics were washed with water and brine, then dried over magnesium sulfate. Filtration and concentration followed by flash chromatography (1:1 hexanes-ethyl acetate to e... Starting materials: CO, Cl, [Na+], [OH-], O, COC(=O)c1ccc(C(=O)NN=C(C)c2nn(C)c(-c3ccc(CC(C)C)cc3)c2O)cc1. Yields the product CC(=NNC(=O)c1ccc(C(=O)O)cc1)c1nn(C)c(-c2ccc(CC(C)C)cc2)c1O. As a reaction SMILES: [CH3:34][OH:35].[ClH:38].[Na+:37].[OH-:36].[OH2:39].[OH:1][c:2]1[c:3]([C:18]([CH3:19])=[N:20][NH:21][C:22](=[O:23])[c:24]2[cH:25][cH:26][c:27]([C:28](=[O:29])[O:30][CH3:31])[cH:32][cH:33]2)[n:4][n:5]([CH3:17])[c:6]1-[c:7]1[cH:8][cH:9][c:10]([CH2:13][CH:14]([CH3:15])[CH3:16])[cH:11][cH:12]1>>[OH:1][c:2]1[c:3]([C:18]([CH3:19])=[N:20][NH:21][C:22](=[O:23])[c:24]2[cH:25][cH:26][c:27]([C:28](=[O:29])[OH:30])[cH:32][cH:33]2)[n:4][n:5]([CH3:17])[c:6]1-[c:7]1[cH:8][cH:9][c:10]([CH2:13][CH:14]([CH3:15])[CH3:16])[cH:11][cH:12]1. Reactants: C(C)(=O)OC1CC2=CC=CC(=C2C1)[N+](=O)[O-] (4-nitro-2,3-dihydro-1H-inden-2-yl acetate), [Cl-].[NH4+] (ammonium chloride). The reagents and catalysts are [Fe] (iron). Solvent: C(C)O (ethanol), O (water), C(C)OC(C)=O (ethylacetate). Reaction conditions: temperature 90 celsius, time 1 hour. Product: C(C)(=O)OC1CC2=CC=CC(=C2C1)N (4-amino-2,3-dihydro-1H-inden-2-yl acetate). Reaction SMILES: [C:1]([O:4][CH:5]1[CH2:13][C:12]2[C:7](=[CH:8][CH:9]=[CH:10][C:11]=2[N+:14]([O-])=O)[CH2:6]1)(=[O:3])[CH3:2].[Cl-].[NH4+]>C(O)C.O.C(OC(=O)C)C.[Fe]>[C:1]([O:4][CH:5]1[CH2:13][C:12]2[C:7](=[CH:8][CH:9]=[CH:10][C:11]=2[NH2:14])[CH2:6]1)(=[O:3])[CH3:2] |f:1.2|. Procedure details: To a mixture of 4-nitro-2,3-dihydro-1H-inden-2-yl acetate (100 mg, 0.45 mmol) and ammonium chloride (100 mg) in ethanol (6 ml) and water (3 ml) was added iron powder (300 mg) portionwise at room temperature. The mixture was stirred at 90° C. for 1 hour, and after cooled to room temperature, the mixture was diluted with ethylacetate. The mixture was filtered through a pad of celite, and the filtrate was washed with brine, dried over MgSO4, filtered, and concentrated under reduced pressure to obta...